Dataset: the Open Reaction Database (ORD), a public repository of structured organic reaction records. Task: describe an organic reaction: reactants, conditions, products, and yield Reactants: NC=1SC=CN1 (2-aminothiazole), C(C)(C)N(C(C)C)CC (N,N-diisopropylethylamine), C(=O)C1=CC=C(C(=O)Cl)C=C1 (4-formylbenzoyl chloride). The reagents and catalysts are CN(C1=CC=NC=C1)C (4-(dimethylamino)pyridine). Yields the product C(=O)C1=CC=C(C(=O)NC=2SC=CN2)C=C1 (4-formyl-N-(2-thiazolyl)benzamide). Isolated yield 54.6%. Reaction SMILES: [NH2:1][C:2]1[S:3][CH:4]=[CH:5][N:6]=1.C(N(CC)C(C)C)(C)C.[CH:16]([C:18]1[CH:26]=[CH:25][C:21]([C:22](Cl)=[O:23])=[CH:20][CH:19]=1)=[O:17]>CN(C)C1C=CN=CC=1>[CH:16]([C:18]1[CH:26]=[CH:25][C:21]([C:22]([NH:1][C:2]2[S:3][CH:4]=[CH:5][N:6]=2)=[O:23])=[CH:20][CH:19]=1)=[O:17]. Reported procedure: In the same manner as that described in Example 2(1), a reaction was carried out using commercially available 2-aminothiazole (333 mg, 3.3 mmol), N,N-diisopropylethylamine (1.21 ml, 7.0 mmol), 4-formylbenzoyl chloride (468 mg, 2.8 mmol) and 4-(dimethylamino)pyridine (a catalytic amount) and the reaction mixture was treated according to a similar procedure to that described in Example 2(1) to afford 4-formyl-N-(2-thiazolyl)benzamide (355 mg, yield 55%) as a pale yellow solid which was recrystalli...